describe an organic reaction: reactants, conditions, products, and yield From a dataset of the Open Reaction Database (ORD), a public repository of structured organic reaction records. Starting materials: NC=1C2=CC=CC=C2N=C2CCCC(C12)O (9-amino-1,2,3,4-tetrahydroacridin-1-ol), OS(=O)(=O)O (H2SO4), ice. The solvent is CC(=O)O (HOAc). Product: NC=1C2=CC=CC=C2N=C2CCC=CC12 (9-Amino-3,4-dihydroacridine). Isolated yield 51.0%. Reaction SMILES: [NH2:1][C:2]1[C:3]2[C:8]([N:9]=[C:10]3[C:15]=1[CH:14](O)[CH2:13][CH2:12][CH2:11]3)=[CH:7][CH:6]=[CH:5][CH:4]=2.OS(O)(=O)=O>CC(O)=O>[NH2:1][C:2]1[C:3]2[C:8]([N:9]=[C:10]3[C:15]=1[CH:14]=[CH:13][CH2:12][CH2:11]3)=[CH:7][CH:6]=[CH:5][CH:4]=2. Reported procedure: In 50 ml of HOAc was dissolved 3.00 g of 9-amino-1,2,3,4-tetrahydroacridin-1-ol. To this mechanically stirred solution at room temperature was added 0.75 ml (1 eq) of H2SO4. The reaction mixture was warmed on a steam bath causing a precipitate to form. After 0.5 hour of heating, the reaction was complete based on thin layer chromatography. The reaction mixture was poured into excess ice/10% NaOH and the precipitate was collected. The precipitate was dissolved in dichloromethane, dried over MgSO4...